From a dataset of the Open Reaction Database (ORD), a public repository of structured organic reaction records. describe an organic reaction: reactants, conditions, products, and yield The reactants are FC1=C(C=CC(=C1)F)C1CC(CC(C1)=O)=O (5-(2,4-difluorophenyl)cyclohexane-1,3-dione), Cl.NCC#CC (1-amino-2-butyne hydrochloride), 4A, O1CCCC1 (tetrahydrofuran). The solvent is C(C)N(CC)CC (triethylamine). Reaction conditions: time 1 hour. Product: FC1=C(C=CC(=C1)F)C1CC(C=2C(=CC=NC2C1)C)=O (7-(2,4-difluorophenyl)-4-methyl-5,6,7,8-tetrahydroquinolin-5-one). The yield is 19.3%. As a reaction SMILES: [F:1][C:2]1[CH:7]=[C:6]([F:8])[CH:5]=[CH:4][C:3]=1[CH:9]1[CH2:14][C:13](=[O:15])[CH2:12][C:11](=O)[CH2:10]1.Cl.[NH2:18][CH2:19][C:20]#[C:21][CH3:22].O1CCCC1>C(N(CC)CC)C>[F:1][C:2]1[CH:7]=[C:6]([F:8])[CH:5]=[CH:4][C:3]=1[CH:9]1[CH2:10][C:11]2[N:18]=[CH:19][CH:20]=[C:21]([CH3:22])[C:12]=2[C:13](=[O:15])[CH2:14]1 |f:1.2|. Procedure: To a mixture of 5-(2,4-difluorophenyl)cyclohexane-1,3-dione (2.0 g), 1-amino-2-butyne hydrochloride (0.94 g), molecular sieves 4A (4 g) and tetrahydrofuran (40 ml) was added triethylamine (0.90 g), and the mixture was stirred at room temperature for 1 hour, refluxed for 12 hours and cooled. Insoluble materials were filtered off. Under reduced pressure, the solvent was evaporated, and the residue was stirred for 5 hours at 220° C., to which were added ethyl acetate and sodium hydrogen carbonate s... The reactants are ClC=1C=C(C=C(C1)Cl)C1(CC(=NO1)C1=CC(=C(C(=O)O)C=C1)C)C(F)(F)F (4-[5-(3,5-dichloro-phenyl)-5-trifluoromethyl-4,5-dihydro-isoxazol-3-yl]-2-methyl-benzoic acid), CN(C)C(=[N+](C)C)ON1C2=C(C=CC=C2)N=N1.[B-](F)(F)(F)F (TBTU), C=1C=CC2=C(C1)N=NN2O (HOBT), C(C1=CC=CC=C1)N1OC(CC1)CN (C-(2-Benzyl-isoxazolidin-5-yl)-methylamine). The solvent is C(C)#N (acetonitrile), C(C)N(CC)CC (triethylamine). Run at time 4 hour. Product: C(C1=CC=CC=C1)N1OC(CC1)CNC(C1=C(C=C(C=C1)C1=NOC(C1)(C(F)(F)F)C1=CC(=CC(=C1)Cl)Cl)C)=O (N-(2-Benzyl-isoxazolidin-5-ylmethyl)-4-[5-(3,5-dichloro-phenyl)-5-trifluoromethyl-4,5-dihydro-isoxazol-3-yl]-2-methyl-benzamide). As a reaction SMILES: [Cl:1][C:2]1[CH:3]=[C:4]([C:9]2([C:24]([F:27])([F:26])[F:25])[O:13][N:12]=[C:11]([C:14]3[CH:22]=[CH:21][C:17]([C:18](O)=[O:19])=[C:16]([CH3:23])[CH:15]=3)[CH2:10]2)[CH:5]=[C:6]([Cl:8])[CH:7]=1.CN(C(ON1N=NC2C=CC=CC1=2)=[N+](C)C)C.[B-](F)(F)(F)F.C1C=CC2N(O)N=NC=2C=1.[CH2:60]([N:67]1[CH2:71][CH2:70][CH:69]([CH2:72][NH2:73])[O:68]1)[C:61]1[CH:66]=[CH:65][CH:64]=[CH:63][CH:62]=1>C(#N)C.C(N(CC)CC)C>[CH2:60]([N:67]1[CH2:71][CH2:70][CH:69]([CH2:72][NH:73][C:18](=[O:19])[C:17]2[CH:21]=[CH:22][C:14]([C:11]3[CH2:10][C:9]([C:4]4[CH:3]=[C:2]([Cl:1])[CH:7]=[C:6]([Cl:8])[CH:5]=4)([C:24]([F:27])([F:25])[F:26])[O:13][N:12]=3)=[CH:15][C:16]=2[CH3:23])[O:68]1)[C:61]1[CH:62]=[CH:63][CH:64]=[CH:65][CH:66]=1 |f:1.2|. Procedure details: To a stirred solution of 4-[5-(3,5-dichloro-phenyl)-5-trifluoromethyl-4,5-dihydro-isoxazol-3-yl]-2-methyl-benzoic acid (1.75 g) (prepared according to WO 2009/080250) in acetonitrile (35 ml) and triethylamine (2.04 ml) were added under nitrogen atmosphere TBTU (1.61 g), AZA.HOBT (0.68 g) and C-(2-Benzyl-isoxazolidin-5-yl)-methylamine (Step B, 1.61 g) were added. The resulting solution was stirred at room temperature for 4 hours, then quenched by addition of aqueous saturated ammonium chloride so... Reactants: OO (hydrogen peroxide), CN(C1=CC=C(C(C2=CC=C(C=C2)OC)C2=C(C(=O)O)C=C(C=C2)N(C)C)C=C1)C (2-(4-dimethylamino-4'-methoxybenzhydryl)-5-dimethylaminobenzoic acid), O (water), [OH-].[Na+] (sodium hydroxide). The solvent is C(C)(C)O (isopropyl alcohol). Run at time 8 hour. The product is CN(C1=CC=C(C=C1)C1(OC(=O)C2=CC(=CC=C12)N(C)C)C1=CC=C(C=C1)OC)C (3-(4-dimethylaminophenyl)-3-(4-methoxyphenyl)-6-dimethylaminophthalide). Isolated yield 68.2%. As a reaction SMILES: [CH3:1][N:2]([CH3:30])[C:3]1[CH:29]=[CH:28][C:6]([CH:7]([C:16]2[CH:24]=[CH:23][C:22]([N:25]([CH3:27])[CH3:26])=[CH:21][C:17]=2[C:18]([OH:20])=[O:19])[C:8]2[CH:13]=[CH:12][C:11]([O:14][CH3:15])=[CH:10][CH:9]=2)=[CH:5][CH:4]=1.O.[OH-].[Na+].OO>C(O)(C)C>[CH3:30][N:2]([CH3:1])[C:3]1[CH:4]=[CH:5][C:6]([C:7]2([C:8]3[CH:9]=[CH:10][C:11]([O:14][CH3:15])=[CH:12][CH:13]=3)[C:16]3[C:17](=[CH:21][C:22]([N:25]([CH3:27])[CH3:26])=[CH:23][CH:24]=3)[C:18](=[O:20])[O:19]2)=[CH:28][CH:29]=1 |f:2.3|. Procedure details: A stirred mixture of 8.1 g of 2-(4-dimethylamino-4'-methoxybenzhydryl)-5-dimethylaminobenzoic acid from part A above, 40.0 ml of water, 1.6 g of 50 percent aqueous sodium hydroxide and 2.7 ml of isopropyl alcohol was maintained at a temperature in the range of 85°-96° C. while 20.3 g of ten percent aqueous hydrogen peroxide was added over a period of approximately six hours. The reaction mixture was set aside at ambient temperature overnight. The solid was collected by filtration, washed free of...